Dataset: the Open Reaction Database (ORD), a public repository of structured organic reaction records. Task: describe an organic reaction: reactants, conditions, products, and yield Starting materials: [N+](=O)(O)[O-] (HNO3), C(COCC(=O)O)(=O)O (diglycolic acid). Product: C(C(=O)O)(=O)O (oxalic acid), C(CO)(=O)O (glycolic acid). Reaction SMILES: [N+]([O-])(O)=[O:2].C(O)(=O)C[O:7][CH2:8][C:9]([OH:11])=[O:10]>>[C:9]([OH:11])(=[O:10])[C:8]([OH:7])=[O:2].[C:9]([OH:11])(=[O:10])[CH2:8][OH:7]. Procedure details: After termination of the reaction, an aqueous reaction mixture, containing approximately 5-30% by weight of HNO3 and about 20-40% by weight of diglycolic acid, in addition to minor proportions of impurities, such as oxalic acid and glycolic acid, is obtained. According to the state of the art this solution is worked up by evaporating all of the water and nitric acid under vacuum. The thus-separated diglycolic acid is recrystallized once more, if necessary. The reactants are C(C)OC(CN1C(=NC=C1)CN(CC=1N(C=CN1)C)CC1=CC=C(C=C1)CN(C)CCCCN(CCC)CCC)=O ((2-[[(4-[[(4-dipropylamino-butyl)-methyl-amino]-methyl]-benzyl)-(1-methyl-1H-imidazol-2-ylmethyl)-amino]-methyl]-imidazol-1-yl)-acetic acid ethyl ester), Cl (hydrochloric acid). Run in O1CCOCC1 (dioxane). Conditions: temperature 100 celsius, time 5 hour. Product: C(CC)N(CCCCN(C)CC1=CC=C(CN(CC=2N(C=CN2)C)CC=2N(C=CN2)CC(=O)O)C=C1)CCC ((2-[[(4-[[(4-dipropylamino-butyl)-methyl-amino]-methyl]-benzyl)-(1-methyl-1H-imidazol-2-ylmethyl)-amino]-methyl]-imidazol-1-yl)-acetic acid). Isolated yield 199.1%. RXN SMILES: C([O:3][C:4](=[O:41])[CH2:5][N:6]1[CH:10]=[CH:9][N:8]=[C:7]1[CH2:11][N:12]([CH2:20][C:21]1[CH:26]=[CH:25][C:24]([CH2:27][N:28]([CH2:30][CH2:31][CH2:32][CH2:33][N:34]([CH2:38][CH2:39][CH3:40])[CH2:35][CH2:36][CH3:37])[CH3:29])=[CH:23][CH:22]=1)[CH2:13][C:14]1[N:15]([CH3:19])[CH:16]=[CH:17][N:18]=1)C.Cl>O1CCOCC1>[CH2:38]([N:34]([CH2:35][CH2:36][CH3:37])[CH2:33][CH2:32][CH2:31][CH2:30][N:28]([CH2:27][C:24]1[CH:23]=[CH:22][C:21]([CH2:20][N:12]([CH2:11][C:7]2[N:6]([CH2:5][C:4]([OH:41])=[O:3])[CH:10]=[CH:9][N:8]=2)[CH2:13][C:14]2[N:15]([CH3:19])[CH:16]=[CH:17][N:18]=2)=[CH:26][CH:25]=1)[CH3:29])[CH2:39][CH3:40]. Reported procedure: The compound (41.6 mg) obtained in Example 87-1 was dissolved in dioxane (0.80 ml) and added with concentrated hydrochloric acid (800 μl) at room temperature and the whole was stirred at an outside temperature of 100° C. for 5 hours. After completion of the reaction, the resultant was concentrated and evaporated to dryness under reduced pressure, thereby obtaining a hydrochloride (78.7 mg) of the subject compound as a white solid. Starting materials: CC(=O)O, CO, COC(=O)C1CSCC1=O, N#C[K], O. Yields the product COC(=O)C1CSCC1C#N. As a reaction SMILES: [CH3:14][C:15](=[O:16])[OH:17].[CH3:18][OH:19].[CH3:1][O:2][C:3](=[O:4])[CH:5]1[CH2:6][S:7][CH2:8][C:9]1=[O:10].[K:11][C:12]#[N:13].[OH2:20]>>[CH3:1][O:2][C:3](=[O:4])[CH:5]1[CH2:6][S:7][CH2:8][CH:9]1[C:12]#[N:13]. Starting materials: ClC1=CC=CC2=C1NC(OC2=O)=O (8-chloro-1H-benzo[d][1,3]oxazine-2,4-dione), BrC1=CC=C(N)C=C1 (4-bromoaniline), CN(C)C=O (DMF). Solvent: O (Water). Run at temperature 130 celsius. The product is NC1=C(C(=O)NC2=CC=C(C=C2)Br)C=CC=C1Cl (2-amino-N-(4-bromophenyl)-3-chlorobenzamide). RXN SMILES: [Cl:1][C:2]1[C:7]2[NH:8]C(=O)O[C:11](=[O:12])[C:6]=2[CH:5]=[CH:4][CH:3]=1.[Br:14][C:15]1[CH:21]=[CH:20][C:18]([NH2:19])=[CH:17][CH:16]=1.CN(C=O)C>O>[NH2:8][C:7]1[C:2]([Cl:1])=[CH:3][CH:4]=[CH:5][C:6]=1[C:11]([NH:19][C:18]1[CH:20]=[CH:21][C:15]([Br:14])=[CH:16][CH:17]=1)=[O:12]. Reported procedure: A mixture of 8-chloro-1H-benzo[d][1,3]oxazine-2,4-dione (0.80 g, 4.05 mmol) and 4-bromoaniline (0.70 g, 4.05 mmol) with anhydrous DMF (1 mL) was heated at 130° C. for 2 hours. Water (50 mL) was added, and the product was extracted with ethyl acetate (200 mL). The organic phase was separated, washed with water (100 mL), brine (100 mL) and dried over anhydrous Na2SO4. The solvent was evaporated in vacuo, and the crude material was washed with ether, to give 2-amino-N-(4-bromophenyl)-3-chlorobenzam... Starting materials: CC1(OC(CN1)COC1=CC=CC=C1)C (2,2-dimethyl-5-phenoxymethyl oxazolidine), ClC(C(=O)Cl)(Cl)Cl (trichloroacetyl chloride), CN(C)C (trimethylamine). The solvent is C1=CC=CC=C1 (benzene). The product is CC1(OC(CN1C(C(Cl)(Cl)Cl)=O)COC1=CC=CC=C1)C (2,2-dimethyl-N-trichloroacetyl-5-phenoxymethyl oxazolidine). As a reaction SMILES: [CH3:1][C:2]1([CH3:15])[NH:6][CH2:5][CH:4]([CH2:7][O:8][C:9]2[CH:14]=[CH:13][CH:12]=[CH:11][CH:10]=2)[O:3]1.[Cl:16][C:17]([Cl:22])([Cl:21])[C:18](Cl)=[O:19].CN(C)C>C1C=CC=CC=1>[CH3:1][C:2]1([CH3:15])[N:6]([C:18](=[O:19])[C:17]([Cl:22])([Cl:21])[Cl:16])[CH2:5][CH:4]([CH2:7][O:8][C:9]2[CH:14]=[CH:13][CH:12]=[CH:11][CH:10]=2)[O:3]1. Procedure: To 24.8 milliliters of 25 percent w/v, 2,2-dimethyl-5-phenoxymethyl oxazolidine in 50 milliliters of benzene was added 5.5 grams of trichloroacetyl chloride. To this solution was added dropwise with cooling 3.1 grams of trimethylamine. After work-up with water, drying and removal of the benzene in vacuo, there was obtained 8.1 grams of the title compound, nD30 1.5272. Analytical data supports the structure. Reactants: SC=1SC=CN1 (2-mercaptothiazole), C([O-])([O-])=O.[K+].[K+] (potassium carbonate), BrCCCl (1-bromo-2-chloroethane). Run in CN(C=O)C (dimethylformamide). Conditions: temperature 20 celsius, time 2 hour. The product is ClCCSC=1SC=CN1 (2-(2-chloroethylthio)thiazole). As a reaction SMILES: Br[CH2:2][CH2:3][Cl:4].[SH:5][C:6]1[S:7][CH:8]=[CH:9][N:10]=1.C(=O)([O-])[O-].[K+].[K+]>CN(C)C=O>[Cl:4][CH2:3][CH2:2][S:5][C:6]1[S:7][CH:8]=[CH:9][N:10]=1 |f:2.3.4|. Procedure: 1.2 cm3 of 1-bromo-2-chloroethane were run, at a temperature in the region of 20° C., into a stirred solution of 1.47 g of 2-mercaptothiazole and 1.95 g of potassium carbonate in 12.5 cm3 of dimethylformamide. The mixture was subsequently stirred for 2 hours at a temperature in the region of 20° C. The insoluble material was filtered off and washed with 2 times 5 cm3 of dimethylformamide. The filtrate was run onto a mixture of 50 g of crushed ice and 50 cm3 of distilled water, 50 cm3 of ethyl et... Reactants: C1COCCO1, CC(C)(C)OC(=O)N1CCN(S(=O)(=O)c2cc([N+](=O)[O-])ccc2Oc2cc(Cl)ccc2Cl)CC1, ClCCl, Cl. The product is O=[N+]([O-])c1ccc(Oc2cc(Cl)ccc2Cl)c(S(=O)(=O)N2CCNCC2)c1. Reaction SMILES: [CH2:39]1[O:40][CH2:41][CH2:42][O:43][CH2:44]1.[Cl:1][c:2]1[c:3]([O:4][c:5]2[c:6]([S:14](=[O:15])(=[O:16])[N:17]3[CH2:18][CH2:19][N:20]([C:23]([O:24][C:25]([CH3:26])([CH3:27])[CH3:28])=[O:29])[CH2:21][CH2:22]3)[cH:7][c:8]([N+:11](=[O:12])[O-:13])[cH:9][cH:10]2)[cH:30][c:31]([Cl:34])[cH:32][cH:33]1.[Cl:36][CH2:37][Cl:38].[ClH:35]>>[Cl:1][c:2]1[c:3]([O:4][c:5]2[c:6]([S:14](=[O:15])(=[O:16])[N:17]3[CH2:18][CH2:19][NH:20][CH2:21][CH2:22]3)[cH:7][c:8]([N+:11](=[O:12])[O-:13])[cH:9][cH:10]2)[cH:30][c:31]([Cl:34])[cH:32][cH:33]1.